Dataset: the Open Reaction Database (ORD), a public repository of structured organic reaction records. Task: describe an organic reaction: reactants, conditions, products, and yield Reaction SMILES: [CH3:38][CH2:39][OH:40].[N+:1]([O-:2])(=[O:3])[c:4]1[cH:5][cH:6][c:7]([O:8][CH2:9][c:10]2[n:11][c:12]3[c:13]([n:14]2[CH2:15][CH2:16][CH2:17][CH:18]2[CH2:19][N:20]([C:24](=[O:25])[O:26][C:27]([CH3:28])([CH3:29])[CH3:30])[CH2:21][CH2:22][CH2:23]2)[cH:31][cH:32][cH:33][c:34]3[CH3:35])[cH:36][cH:37]1>>[NH2:1][c:4]1[cH:5][cH:6][c:7]([O:8][CH2:9][c:10]2[n:11][c:12]3[c:13]([n:14]2[CH2:15][CH2:16][CH2:17][CH:18]2[CH2:19][N:20]([C:24](=[O:25])[O:26][C:27]([CH3:28])([CH3:29])[CH3:30])[CH2:21][CH2:22][CH2:23]2)[cH:31][cH:32][cH:33][c:34]3[CH3:35])[cH:36][cH:37]1. Reactants: CCO, Cc1cccc2c1nc(COc1ccc([N+](=O)[O-])cc1)n2CCCC1CCCN(C(=O)OC(C)(C)C)C1. The product is Cc1cccc2c1nc(COc1ccc(N)cc1)n2CCCC1CCCN(C(=O)OC(C)(C)C)C1.